From a dataset of the Open Reaction Database (ORD), a public repository of structured organic reaction records. describe an organic reaction: reactants, conditions, products, and yield Reactants: B, CC(=O)O, Cl, [Na], C1CCOC1, O, O=C(CCc1ccc([N+](=O)[O-])cc1)[N-]CCO. Product: O=[N+]([O-])c1ccc(CCCNCCO)cc1. RXN SMILES: [BH3:18].[CH3:20][C:21](=[O:22])[OH:23].[ClH:24].[Na:19].[O:25]1[CH2:26][CH2:27][CH2:28][CH2:29]1.[OH2:30].[OH:1][CH2:2][CH2:3][N-:4][C:5]([CH2:6][CH2:7][c:8]1[cH:9][cH:10][c:11]([N+:14](=[O:15])[O-:16])[cH:12][cH:13]1)=[O:17]>>[OH:1][CH2:2][CH2:3][NH:4][CH2:5][CH2:6][CH2:7][c:8]1[cH:9][cH:10][c:11]([N+:14](=[O:15])[O-:16])[cH:12][cH:13]1.